From a dataset of the Open Reaction Database (ORD), a public repository of structured organic reaction records. describe an organic reaction: reactants, conditions, products, and yield Starting materials: ClCC=1C(=NOC1C)C (4-chloromethyl-3,5-dimethylisoxazole), C1(=CC=CC=C1)P(C1=CC=CC=C1)C1=CC=CC=C1 (triphenylphosphine). The solvent is C1(=CC=CC=C1)C (toluene). The product is [Cl-].CC1=NOC(=C1C[P+](C1=CC=CC=C1)(C1=CC=CC=C1)C1=CC=CC=C1)C ((3,5-dimethyl-4-isoxazolylmethyl)triphenyl-phosphonium chloride). As a reaction SMILES: [Cl:1][CH2:2][C:3]1[C:4]([CH3:9])=[N:5][O:6][C:7]=1[CH3:8].[C:10]1([P:16]([C:23]2[CH:28]=[CH:27][CH:26]=[CH:25][CH:24]=2)[C:17]2[CH:22]=[CH:21][CH:20]=[CH:19][CH:18]=2)[CH:15]=[CH:14][CH:13]=[CH:12][CH:11]=1>C1(C)C=CC=CC=1>[Cl-:1].[CH3:9][C:4]1[C:3]([CH2:2][P+:16]([C:17]2[CH:18]=[CH:19][CH:20]=[CH:21][CH:22]=2)([C:23]2[CH:28]=[CH:27][CH:26]=[CH:25][CH:24]=2)[C:10]2[CH:11]=[CH:12][CH:13]=[CH:14][CH:15]=2)=[C:7]([CH3:8])[O:6][N:5]=1 |f:3.4|. Procedure details: A solution of 59.6 g. (0.402 mole) of 4-chloromethyl-3,5-dimethylisoxazole, prepared as described above, and 116 g. (0.44 mole) of triphenylphosphine in 1 liter of toluene was heated at reflux under nitrogen for 6 hours. The resulting suspension was cooled and filtered. The filtrate was heated at reflux for an additional 20 hours. The precipitate was again removed by filtration and the combined solids were washed well with ether and benzene. The solvent was removed from the filtrate and the resi... The reactants are [NH4+].[Cl-] (NH4Cl), C(C)(C)(C)OC(=O)N1[C@@H](C[C@H](C1)SC(C1=CC=CC=C1)(C1=CC=CC=C1)C1=CC=CC=C1)CO ((2S,4R)-2-Hydroxymethyl-4-tritylsulfanyl-pyrrolidine-1-carboxylic acid tert-butyl ester), FC1=C(CBr)C=C(C(=C1)F)F (2,4,5-trifluoro-benzylbromide), [H-].[Na+] (NaH). Run in CN(C)C=O (DMF). Product: C(C)(C)(C)OC(=O)N1[C@@H](C[C@H](C1)SC(C1=CC=CC=C1)(C1=CC=CC=C1)C1=CC=CC=C1)COCC1=C(C=C(C(=C1)F)F)F ((2S,4R)-2-(2,4,5-Trifluoro-benzyloxymethyl)-4-tritylsulfanyl-pyrrolidine-1-carboxylic acid tert-butyl ester). The yield is 46.4%. Reaction SMILES: [C:1]([O:5][C:6]([N:8]1[CH2:12][C@H:11]([S:13][C:14]([C:27]2[CH:32]=[CH:31][CH:30]=[CH:29][CH:28]=2)([C:21]2[CH:26]=[CH:25][CH:24]=[CH:23][CH:22]=2)[C:15]2[CH:20]=[CH:19][CH:18]=[CH:17][CH:16]=2)[CH2:10][C@H:9]1[CH2:33][OH:34])=[O:7])([CH3:4])([CH3:3])[CH3:2].[F:35][C:36]1[CH:43]=[C:42]([F:44])[C:41]([F:45])=[CH:40][C:37]=1[CH2:38]Br.[H-].[Na+].[NH4+].[Cl-]>CN(C=O)C>[C:1]([O:5][C:6]([N:8]1[CH2:12][C@H:11]([S:13][C:14]([C:15]2[CH:20]=[CH:19][CH:18]=[CH:17][CH:16]=2)([C:27]2[CH:28]=[CH:29][CH:30]=[CH:31][CH:32]=2)[C:21]2[CH:26]=[CH:25][CH:24]=[CH:23][CH:22]=2)[CH2:10][C@H:9]1[CH2:33][O:34][CH2:38][C:37]1[CH:40]=[C:41]([F:45])[C:42]([F:44])=[CH:43][C:36]=1[F:35])=[O:7])([CH3:4])([CH3:3])[CH3:2] |f:2.3,4.5|. Reported procedure: A solution of 15.5 g (32.59 mmol) (2S,4R)-2-Hydroxymethyl-4-tritylsulfanyl-pyrrolidine-1-carboxylic acid tert-butyl ester and 24.7 g (109.77 mmol) 2,4,5-trifluoro-benzylbromide in 700 ml DMF at 0° C. was treated with 2.28 g (52.14 mmol) of 55% NaH in 4 portions and warmed up to RT during 7 h. The reaction was cooled to 0° C. and treated with 500 ml aqueous saturated NH4Cl solution, extracted with EtOAc (3×). The organic phase was washed with 10% NaCl dried over Na2SO4 and evaporated. Flash colum... Reactants: ClC=1C=CC=C2CC(C(C12)=O)C (7-Chloro-2-methyl-1-indanone), C1(=CC=CC=C1)P(C1=CC=CC=C1)C1=CC=CC=C1 (triphenylphosphine), CC=1C=C(C=C(C1)C)B(O)O (3,5-dimethylphenylboronic acid), C([O-])([O-])=O.[Na+].[Na+] (sodium carbonate). The reagents and catalysts are C(C)(=O)[O-].[Pd+2].C(C)(=O)[O-] (palladium acetate), C(C)(=O)[O-].[Pd+2].C(C)(=O)[O-] (palladium acetate). Solvent: CC=1C=CC=CC1C (o-xylene), O (water), O (water). Run at temperature 100 celsius, time 8 hour. Yields the product CC=1C=C(C=C(C1)C)C=1C=CC=C2CC(C(C12)=O)C (7-(3,5-Dimethylphenyl)-2-methyl-1-indanone). The yield is 90.1%. Reaction SMILES: Cl[C:2]1[CH:3]=[CH:4][CH:5]=[C:6]2[C:10]=1[C:9](=[O:11])[CH:8]([CH3:12])[CH2:7]2.[CH3:13][C:14]1[CH:15]=[C:16](B(O)O)[CH:17]=[C:18]([CH3:20])[CH:19]=1.C(=O)([O-])[O-].[Na+].[Na+].C1(P(C2C=CC=CC=2)C2C=CC=CC=2)C=CC=CC=1>CC1C=CC=CC=1C.C([O-])(=O)C.[Pd+2].C([O-])(=O)C.O>[CH3:13][C:14]1[CH:15]=[C:16]([C:2]2[CH:3]=[CH:4][CH:5]=[C:6]3[C:10]=2[C:9](=[O:11])[CH:8]([CH3:12])[CH2:7]3)[CH:17]=[C:18]([CH3:20])[CH:19]=1 |f:2.3.4,7.8.9|. Procedure details: Using a method similar to Example 16b), 16.25 g (0.09 mol) of (1), 14.85 g (0.1 mol) of 3,5-dimethylphenylboronic acid, 21.2 g (0.2 mol) of sodium carbonate were placed in 240 ml of o-xylene/80 ml of water in the reaction vessel, the mixture was degassed a number of times and saturated with argon. After addition of 101 mg (0.45 mmol) of palladium acetate and 472 mg (1.8 mmol) of TPP, the reaction mixture was stirred for 8 hours at 100° C. After 2, 4 and 6 hours, the same amounts of palladium ace... Reactants: O=C([O-])[O-], CC(=O)CCCCl, [I-], [K+], [K+], [K+], COC(=O)Cc1ccc2c(c1)C(=C1CCNCC1)c1sccc1CO2, CN(C)C=O. Product: COC(=O)Cc1ccc2c(c1)C(=C1CCN(CCCC(C)=O)CC1)c1sccc1CO2. Reaction SMILES: [C:33](=[O:34])([O-:35])[O-:36].[Cl:1][CH2:2][CH2:3][CH2:4][C:5]([CH3:6])=[O:7].[I-:40].[K+:37].[K+:38].[K+:39].[NH:8]1[CH2:9][CH2:10][C:11](=[C:14]2[c:15]3[s:16][cH:17][cH:18][c:19]3[CH2:20][O:21][c:22]3[c:23]2[cH:24][c:25]([CH2:28][C:29](=[O:30])[O:31][CH3:32])[cH:26][cH:27]3)[CH2:12][CH2:13]1.[O:41]=[CH:42][N:43]([CH3:44])[CH3:45]>>[CH2:2]([CH2:3][CH2:4][C:5]([CH3:6])=[O:7])[N:8]1[CH2:9][CH2:10][C:11](=[C:14]2[c:15]3[s:16][cH:17][cH:18][c:19]3[CH2:20][O:21][c:22]3[c:23]2[cH:24][c:25]([CH2:28][C:29](=[O:30])[O:31][CH3:32])[cH:26][cH:27]3)[CH2:12][CH2:13]1. RXN SMILES: [CH2:1]([c:2]1[cH:3][cH:4][cH:5][cH:6][cH:7]1)[N:8]1[CH2:9][CH2:10][C:11]([C:14](=[O:15])[O:16][CH3:17])([OH:18])[CH2:12][CH2:13]1.[CH3:19][OH:20].[OH-:21].[OH-:22].[Pd+2:23]>>[NH:8]1[CH2:9][CH2:10][C:11]([C:14](=[O:15])[O:16][CH3:17])([OH:18])[CH2:12][CH2:13]1. Yields the product COC(=O)C1(O)CCNCC1. Reactants: COC(=O)C1(O)CCN(Cc2ccccc2)CC1, CO, [OH-], [OH-], [Pd+2]. The reactants are [BH4-].[Na+] (sodium borohydride), O1[C@H]2[C@@H]1C[C@@H]1CC[C@H]3[C@@H]4CCC([C@@]4(C)CC[C@@H]3[C@]1(C2)C)=O (2α,3α-epoxy-5α-androstan-17-one). Solvent: CO (methanol), ice. Yields the product O1[C@H]2[C@@H]1C[C@@H]1CC[C@H]3[C@@H]4CC[C@@H]([C@@]4(C)CC[C@@H]3[C@]1(C2)C)O (2α,3α-epoxy-17β-hydroxy-5α-androstane). RXN SMILES: [BH4-].[Na+].[O:3]1[C@H:5]2[CH2:6][C@H:7]3[C@:20]([CH3:22])([CH2:21][C@@H:4]12)[C@@H:19]1[C@H:10]([C@H:11]2[C@@:15]([CH2:17][CH2:18]1)([CH3:16])[C:14](=[O:23])[CH2:13][CH2:12]2)[CH2:9][CH2:8]3>CO>[O:3]1[C@H:5]2[CH2:6][C@H:7]3[C@:20]([CH3:22])([CH2:21][C@@H:4]12)[C@@H:19]1[C@H:10]([C@H:11]2[C@@:15]([CH2:17][CH2:18]1)([CH3:16])[C@@H:14]([OH:23])[CH2:13][CH2:12]2)[CH2:9][CH2:8]3 |f:0.1|. Procedure details: A solution of sodium borohydride (600 mg.) in ice-cold methanol (10 ml.) is added to a solution of 2α,3α-epoxy-5α-androstan-17-one (U.S. Pat. No. 3,169,136, Example I, 1.34 g.) in methanol (60 ml.) and the mixture is stirred at 0° for 30 minutes. The mixture is washed with saline, dried over sodium sulfate and concentrated under reduced pressure to give a residue which is chromatographed on a silica gel column. Appropriate fractions (TLC) are pooled and concentrated to give 2α,3α-epoxy-17β-hydro... Starting materials: C(C1=CC=CC=C1)(=O)NC(=O)N1C(CC2=CC=CC=C12)=O (N-benzoyl-2-oxindole-1-carboxamide), C(C)(=O)OC(C)=O (acetic anhydride), Cl (hydrochloric acid), ice water. Reagents/catalysts: CN(C)C1=CC=NC=C1 (4-(N,N-dimethylamino)pyridine). The solvent is CN(C=O)C (N,N-dimethylformamide), CN(C=O)C (N,N-dimethylformamide). Run at time 1 hour. The product is C(C1=CC=CC=C1)(=O)NC(=O)N1C(C(C2=CC=CC=C12)C(C)=O)=O (N-Benzoyl-3-acetyl-2-oxindole-1-carboxamide). The yield is 39.8%. RXN SMILES: [C:1]([NH:9][C:10]([N:12]1[C:20]2[C:15](=[CH:16][CH:17]=[CH:18][CH:19]=2)[CH2:14][C:13]1=[O:21])=[O:11])(=[O:8])[C:2]1[CH:7]=[CH:6][CH:5]=[CH:4][CH:3]=1.[C:22](OC(=O)C)(=[O:24])[CH3:23].Cl>CN(C)C=O.CN(C1C=CN=CC=1)C>[C:1]([NH:9][C:10]([N:12]1[C:20]2[C:15](=[CH:16][CH:17]=[CH:18][CH:19]=2)[CH:14]([C:22](=[O:24])[CH3:23])[C:13]1=[O:21])=[O:11])(=[O:8])[C:2]1[CH:7]=[CH:6][CH:5]=[CH:4][CH:3]=1. Procedure details: To a stirred slurry of 841 mg (3.0 mmole) of N-benzoyl-2-oxindole-1-carboxamide in 5 ml of N,N-dimethylformamide was added 806 mg (6.6 mmole) of 4-(N,N-dimethylamino)pyridine. Stirring was continued for a few minutes, and then the slurry was cooled in an ice-bath and a solution of 337 mg (3.3 mmole) of acetic anhydride in 2 ml of N,N-dimethylformamide was added dropwise. Stirring was continued for 1 hour, and then the reaction mixture was poured onto a mixture of 65-70 ml. of ice-water and 2.2 m... The reactants are O=C([O-])[O-], CC#N, ClCc1ccccn1, O=[N+]([O-])c1ccc(O)c(Cl)c1, Cl, [Cs+], [Cs+], [I-], [Na+]. Product: O=[N+]([O-])c1ccc(OCc2ccccn2)c(Cl)c1. As a reaction SMILES: [C:21](=[O:22])([O-:23])[O-:24].[CH3:29][C:30]#[N:31].[Cl:13][CH2:14][c:15]1[n:16][cH:17][cH:18][cH:19][cH:20]1.[Cl:1][c:2]1[c:3]([OH:11])[cH:4][cH:5][c:6]([N+:8](=[O:9])[O-:10])[cH:7]1.[ClH:12].[Cs+:25].[Cs+:26].[I-:28].[Na+:27]>>[Cl:1][c:2]1[c:3]([O:11][CH2:14][c:15]2[n:16][cH:17][cH:18][cH:19][cH:20]2)[cH:4][cH:5][c:6]([N+:8](=[O:9])[O-:10])[cH:7]1. Reactants: CSC(=S)C1(c2cncc(Br)c2)CCCCC1=O, CN, CCO, ClCCl. Yields the product CNC(=S)C1(c2cncc(Br)c2)CCCCC1=O. RXN SMILES: [Br:3][c:4]1[cH:5][c:6]([C:10]2([C:17]([S:19][CH3:18])=[S:20])[C:11](=[O:16])[CH2:12][CH2:13][CH2:14][CH2:15]2)[cH:7][n:8][cH:9]1.[CH3:1][NH2:2].[CH3:21][CH2:22][OH:23].[Cl:24][CH2:25][Cl:26]>>[CH3:1][NH:2][C:17]([C:10]1([c:6]2[cH:5][c:4]([Br:3])[cH:9][n:8][cH:7]2)[C:11](=[O:16])[CH2:12][CH2:13][CH2:14][CH2:15]1)=[S:19]. Reactants: N#CBr (cyanogen bromide), C1(=CC=CC=C1)C1(COC2=C1C=CC=C2)CCN(C)C (2-(3-phenyl-2,3-dihydrobenzofuran-3-yl)-N,N-dimethylethylamine). Run in C(Cl)(Cl)Cl (CHCl3). Yields the product C1(=CC=CC=C1)C1(COC2=C1C=CC=C2)CCN(C)C#N (2-(3-Phenyl-2,3-dihydrobenzofuran-3-yl)-N-cyano-N-methylethylamine). Isolated yield 83.5%. RXN SMILES: [N:1]#[C:2]Br.[C:4]1([C:10]2([CH2:19][CH2:20][N:21](C)[CH3:22])[C:14]3[CH:15]=[CH:16][CH:17]=[CH:18][C:13]=3[O:12][CH2:11]2)[CH:9]=[CH:8][CH:7]=[CH:6][CH:5]=1>C(Cl)(Cl)Cl>[C:4]1([C:10]2([CH2:19][CH2:20][N:21]([C:2]#[N:1])[CH3:22])[C:14]3[CH:15]=[CH:16][CH:17]=[CH:18][C:13]=3[O:12][CH2:11]2)[CH:5]=[CH:6][CH:7]=[CH:8][CH:9]=1. Procedure: A solution of 10.9 g (103 mmole) cyanogen bromide and 23 g (86 mmole) of 2-(3-phenyl-2,3-dihydrobenzofuran-3-yl)-N,N-dimethylethylamine in 500 ml CHCl3 was refluxed for 4 hours. The solvent was evaporated and the resultant oil warmed to reflux in 500 ml water. After cooling, the mixture was extracted with CH2Cl2 (2×1 liter), and the organics were washed with 1N HOAc (3×1 liter) and dried over K2CO3. Evaporation gave 20 g of an oil, which was chromatographed on 200 g silica gel using CH2Cl2 as an...